This data is from the Open Reaction Database (ORD), a public repository of structured organic reaction records. The task is: describe an organic reaction: reactants, conditions, products, and yield Reactants: S1C=NC2=C1C=C(C=C2)N2C(NCC2)=O (3,1-benzothiazol-6-yl-imidazolidin-2-one), BrC=1C=NC=CC1Cl (3-bromo-4-chloro-pyridine), C1(C(CCCC1)N)N (cyclohexane-1,2-diamine), P(=O)([O-])([O-])[O-].[K+].[K+].[K+] (potassium phosphate). Reagents/catalysts: [Cu](I)I (copper iodide). Run in C(Cl)(Cl)Cl (chloroform), CO (MeOH), O1CCOCC1 (1,4-Dioxane). Product: S1C=NC2=C1C=C(C=C2)N2C(N(CC2)C=2C=NC=CC2Cl)=O (1-Benzothiazol-6-yl-3-(4-chloro-pyridin-3-yl)-imidazolidin-2-one). The yield is 59.2%. RXN SMILES: [S:1]1[C:5]2[CH:6]=[C:7]([N:10]3[CH2:14][CH2:13][NH:12][C:11]3=[O:15])[CH:8]=[CH:9][C:4]=2[N:3]=[CH:2]1.Br[C:17]1[CH:18]=[N:19][CH:20]=[CH:21][C:22]=1[Cl:23].C1(N)CCCCC1N.P([O-])([O-])([O-])=O.[K+].[K+].[K+]>C(Cl)(Cl)Cl.[Cu](I)I.CO.O1CCOCC1>[S:1]1[C:5]2[CH:6]=[C:7]([N:10]3[CH2:14][CH2:13][N:12]([C:17]4[CH:18]=[N:19][CH:20]=[CH:21][C:22]=4[Cl:23])[C:11]3=[O:15])[CH:8]=[CH:9][C:4]=2[N:3]=[CH:2]1 |f:3.4.5.6|. Procedure: Using the same reaction conditions and work up as described in Example 1, step-3,1-benzothiazol-6-yl-imidazolidin-2-one (I-84b: 800 mg, 3.653 mmol) was refluxed with 3-bromo-4-chloro-pyridine (879 mg, 4.566 mmol), copper iodide (70 mg, 0.365 mmol), cyclohexane-1,2-diamine (125 mg, 1.0958 mmol), potassium phosphate (2.32 g, 10.958 mmol) and 1,4-Dioxane (50 mL) at 110° C. for 12 hours to afford the crude product. The reaction was monitored by TLC (10% MeOH in chloroform). Purification by column ch... Starting materials: C1=C(C=CC2=CC=CC=C12)B(O)O (naphthalen-2-yl-boronic acid), COC(=O)C=1C(SC2=CC(=CC=C2C1O)Br)=O (7-bromo-4-hydroxy-2-oxo-2H-thiochromene-3-carboxylic acid methyl ester), C(=O)([O-])[O-].[Na+].[Na+] (Na2CO3). The reagents and catalysts are C=1C=CC(=CC1)[P](C=2C=CC=CC2)(C=3C=CC=CC3)[Pd]([P](C=4C=CC=CC4)(C=5C=CC=CC5)C=6C=CC=CC6)([P](C=7C=CC=CC7)(C=8C=CC=CC8)C=9C=CC=CC9)[P](C=1C=CC=CC1)(C=1C=CC=CC1)C=1C=CC=CC1 (Pd(PPh3)4). The solvent is C(OC)COC (dimethoxyethane). The product is COC(=O)C=1C(SC2=CC(=CC=C2C1O)C1=CC2=CC=CC=C2C=C1)=O (4-hydroxy-7-naphthalen-2-yl-2-oxo-2H-thiochromene-3-carboxylic acid methyl ester). Isolated yield 46.9%. As a reaction SMILES: [CH3:1][O:2][C:3]([C:5]1[C:6](=[O:17])[S:7][C:8]2[C:13]([C:14]=1[OH:15])=[CH:12][CH:11]=[C:10](Br)[CH:9]=2)=[O:4].[CH:18]1[C:27]2[C:22](=[CH:23][CH:24]=[CH:25][CH:26]=2)[CH:21]=[CH:20][C:19]=1B(O)O.C([O-])([O-])=O.[Na+].[Na+]>C(COC)OC.C1C=CC([P]([Pd]([P](C2C=CC=CC=2)(C2C=CC=CC=2)C2C=CC=CC=2)([P](C2C=CC=CC=2)(C2C=CC=CC=2)C2C=CC=CC=2)[P](C2C=CC=CC=2)(C2C=CC=CC=2)C2C=CC=CC=2)(C2C=CC=CC=2)C2C=CC=CC=2)=CC=1>[CH3:1][O:2][C:3]([C:5]1[C:6](=[O:17])[S:7][C:8]2[C:13]([C:14]=1[OH:15])=[CH:12][CH:11]=[C:10]([C:20]1[CH:19]=[CH:18][C:27]3[C:22](=[CH:23][CH:24]=[CH:25][CH:26]=3)[CH:21]=1)[CH:9]=2)=[O:4] |f:2.3.4,^1:46,48,67,86|. Procedure: To a mixture of 7-bromo-4-hydroxy-2-oxo-2H-thiochromene-3-carboxylic acid methyl ester (Example 5e) (220 mg, 0.70 mmol) in dimethoxyethane (DME) (3.1 mL) was added naphthalen-2-yl-boronic acid (144 mg, 0.84 mmol), Pd(PPh3)4 solid (64 mg, 0.06 mmol) and then 2M aqueous Na2CO3 solution (0.86 mL). The resulting mixture was purged with nitrogen gas for 1 min and heated to reflux for 3 h. After cooling, the reaction mixture was diluted with water (100 mL) and acidified using 1 N HCl to pH 3-4. The pr...